This data is from the Open Reaction Database (ORD), a public repository of structured organic reaction records. The task is: describe an organic reaction: reactants, conditions, products, and yield Reactants: CC(=O)O[BH-](OC(C)=O)OC(C)=O, CC(C)(C)OC(=O)N1CCC(=O)CC1, C1CNC1, CC(Cl)Cl, [Na+]. The product is CC(C)(C)OC(=O)N1CCC(N2CCC2)CC1. As a reaction SMILES: [C:19]([O:20][BH-:21]([O:22][C:23](=[O:24])[CH3:25])[O:26][C:27](=[O:28])[CH3:29])(=[O:30])[CH3:31].[C:1]([CH3:2])([CH3:3])([CH3:4])[O:5][C:6](=[O:7])[N:8]1[CH2:9][CH2:10][C:11](=[O:14])[CH2:12][CH2:13]1.[CH2:15]1[CH2:16][NH:17][CH2:18]1.[Cl:33][CH:34]([Cl:35])[CH3:36].[Na+:32]>>[C:1]([CH3:2])([CH3:3])([CH3:4])[O:5][C:6](=[O:7])[N:8]1[CH2:9][CH2:10][CH:11]([N:17]2[CH2:16][CH2:15][CH2:18]2)[CH2:12][CH2:13]1.